Task: describe an organic reaction: reactants, conditions, products, and yield. Dataset: the Open Reaction Database (ORD), a public repository of structured organic reaction records The reactants are O=CCC[C@@]1(N(CCC1)C(=O)OCC1=CC=CC=C1)C(=O)OC (1-Benzyl 2-methyl (2R)-2-(3-oxopropyl)pyrrolidine-1,2-dicarboxylate), CC(C)(C)[S@](=O)N ((S)-2-methylpropane-2-sulfinamide). Reagents/catalysts: [O-]S(=O)(=O)[O-].[Cu+2] (CuSO4). Run in C(Cl)Cl (CH2Cl2). Conditions: time 25 hour. The product is C(C)(C)(C)[S@](=O)\N=C\CC[C@@]1(N(CCC1)C(=O)OCC1=CC=CC=C1)C(=O)OC (1-Benzyl 2-methyl (2R)-2-((3E)-3-{[(S)-tert-butylsulfinyl]imino}propyl)pyrrolidine-1,2-dicarboxylate). RXN SMILES: O=[CH:2][CH2:3][CH2:4][C@@:5]1([C:20]([O:22][CH3:23])=[O:21])[CH2:9][CH2:8][CH2:7][N:6]1[C:10]([O:12][CH2:13][C:14]1[CH:19]=[CH:18][CH:17]=[CH:16][CH:15]=1)=[O:11].[CH3:24][C:25]([S@@:28]([NH2:30])=[O:29])([CH3:27])[CH3:26]>C(Cl)Cl.[O-]S([O-])(=O)=O.[Cu+2]>[C:25]([S@@:28](/[N:30]=[CH:2]/[CH2:3][CH2:4][C@@:5]1([C:20]([O:22][CH3:23])=[O:21])[CH2:9][CH2:8][CH2:7][N:6]1[C:10]([O:12][CH2:13][C:14]1[CH:19]=[CH:18][CH:17]=[CH:16][CH:15]=1)=[O:11])=[O:29])([CH3:27])([CH3:26])[CH3:24] |f:3.4|. Procedure: To a mixture of 1-benzyl 2-methyl (2R)-2-(3-oxopropyl)pyrrolidine-1,2-dicarboxylate from Step A (1.69 g, 5.29 mmol) and anhydrous CuSO4 (2.36 g, 10.6 mmol) in CH2Cl2 (10 mL) was added (S)-2-methylpropane-2-sulfinamide (0.641 g, 5.29 mmol). This mixture was stirred for 25 h before being filtered through a pad of celite. Additional CH2Cl2 was used to wash the celite. The combined organics were concentrated in vacuo to give a residue that was purified by silica gel chromatography, eluting with a gr... Starting materials: CNCCC(C)C, O=C(O)c1cccc(-c2nc(N3CCOCC3)nc3c2CCN3c2ccncc2)c1. Product: CC(C)CCN(C)C(=O)c1cccc(-c2nc(N3CCOCC3)nc3c2CCN3c2ccncc2)c1. Reaction SMILES: [CH3:31][NH:32][CH2:33][CH2:34][CH:35]([CH3:36])[CH3:37].[O:1]1[CH2:2][CH2:3][N:4]([c:7]2[n:8][c:9](-[c:22]3[cH:23][c:24]([C:25](=[O:26])[OH:27])[cH:28][cH:29][cH:30]3)[c:10]3[c:11]([n:12]2)[N:13]([c:16]2[cH:17][cH:18][n:19][cH:20][cH:21]2)[CH2:14][CH2:15]3)[CH2:5][CH2:6]1>>[O:1]1[CH2:2][CH2:3][N:4]([c:7]2[n:8][c:9](-[c:22]3[cH:23][c:24]([C:25](=[O:27])[N:32]([CH3:31])[CH2:33][CH2:34][CH:35]([CH3:36])[CH3:37])[cH:28][cH:29][cH:30]3)[c:10]3[c:11]([n:12]2)[N:13]([c:16]2[cH:17][cH:18][n:19][cH:20][cH:21]2)[CH2:14][CH2:15]3)[CH2:5][CH2:6]1. Reactants: CN (methylamine), C(C)(C)(C)OC(=O)N1C(=CC2=CC=CC=C12)C1=C(N=NC(=C1)C1=CC(=CC(=C1)C=O)C=O)OC (2-[6-(3,5-diformyl-phenyl)-3-methoxy-pyridazin-4-yl]-indole-1-carboxylic acid tert-butyl ester), C(C)(=O)O (acetic acid), C(#N)[BH3-].[Na+] (sodium cyanoborohydride). Run in C1CCOC1 (THF), CO (methanol). Conditions: time 5 minute. The product is C(C)(C)(C)OC(=O)N1C(=CC2=CC=CC=C12)C1=C(N=NC(=C1)C1=CC(=CC(=C1)CNC)CO)OC (2-[6-(3-Hydroxymethyl-5-methylaminomethyl-phenyl)-3-methoxy-pyridazin-4-yl]-indole-1-carboxylic acid tert-butyl ester). Reaction SMILES: [C:1]([O:5][C:6]([N:8]1[C:16]2[C:11](=[CH:12][CH:13]=[CH:14][CH:15]=2)[CH:10]=[C:9]1[C:17]1[CH:22]=[C:21]([C:23]2[CH:28]=[C:27]([CH:29]=O)[CH:26]=[C:25]([CH:31]=[O:32])[CH:24]=2)[N:20]=[N:19][C:18]=1[O:33][CH3:34])=[O:7])([CH3:4])([CH3:3])[CH3:2].CN.C(O)(=O)C.[C:41]([BH3-])#[N:42].[Na+]>CO.C1COCC1>[C:1]([O:5][C:6]([N:8]1[C:16]2[C:11](=[CH:12][CH:13]=[CH:14][CH:15]=2)[CH:10]=[C:9]1[C:17]1[CH:22]=[C:21]([C:23]2[CH:28]=[C:27]([CH2:29][NH:42][CH3:41])[CH:26]=[C:25]([CH2:31][OH:32])[CH:24]=2)[N:20]=[N:19][C:18]=1[O:33][CH3:34])=[O:7])([CH3:2])([CH3:4])[CH3:3] |f:3.4|. Reported procedure: 170 mg of 2-[6-(3,5-diformyl-phenyl)-3-methoxy-pyridazin-4-yl]-indole-1-carboxylic acid tert-butyl ester is dissolved in 5 ml of methanol and 0.093 ml of methylamine solution in THF is added. The solution is stirred for 5 min at RT then 22 mg of acetic acid and 26 mg of sodium cyanoborohydride is added. The reaction is stirred for 4 h at 60° C. The product is purified by preparative RP-HPLC eluting with a gradient of 0-100% acetonitrile in water (+0.01% trifluoroacetic acid). Yield 19 mg. LC-MS ... Starting materials: CC1=C(C2=CC3=C(C(=C(N3)C=C4C(=C(C(=N4)C=C5C(=C(C(=N5)C=C1N2)C)CCC(=O)OC)CCC(=O)OC)C)C=C)C)C=C (protoporphyrin dimethyl ester). Reagents/catalysts: [Pd] (palladium). The solvent is ClCCl (dichloromethane). The product is CCC1=C(C2=CC3=C(C(=C(N3)C=C4C(=C(C(=N4)C=C5C(=C(C(=N5)C=C1N2)C)CCC(=O)OC)CCC(=O)OC)C)C)CC)C (mesoporphyrin dimethyl ester). As a reaction SMILES: [CH3:1][C:2]1[C:24]2[NH:25][C:4](=[CH:5][C:6]3[NH:10][C:9]([CH:11]=[C:12]4[N:16]=[C:15]([CH:17]=[C:18]5[N:22]=[C:21]([CH:23]=2)[C:20]([CH3:26])=[C:19]5[CH2:27][CH2:28][C:29]([O:31][CH3:32])=[O:30])[C:14]([CH2:33][CH2:34][C:35]([O:37][CH3:38])=[O:36])=[C:13]4[CH3:39])=[C:8]([CH:40]=[CH2:41])[C:7]=3[CH3:42])[C:3]=1[CH:43]=[CH2:44]>ClCCl.[Pd]>[CH3:41][CH2:40][C:8]1[C:9]2[NH:10][C:6](=[CH:5][C:4]3[NH:25][C:24]([CH:23]=[C:21]4[N:22]=[C:18]([CH:17]=[C:15]5[N:16]=[C:12]([CH:11]=2)[C:13]([CH3:39])=[C:14]5[CH2:33][CH2:34][C:35]([O:37][CH3:38])=[O:36])[C:19]([CH2:27][CH2:28][C:29]([O:31][CH3:32])=[O:30])=[C:20]4[CH3:26])=[C:2]([CH3:1])[C:3]=3[CH2:43][CH3:44])[C:7]=1[CH3:42]. Procedure: In some aspects, a method of synthesizing a metal mesoporphyrin compound comprises forming a protoporphyrin methyl ester from hemin and converting the protoporphyrin methyl ester intermediate to a metal mesoporphyrin compound through metal insertion and hydrogenation. In some embodiments, metal insertion yields a metal protoporphyrin dimethyl ester intermediate. In further embodiments, the metal protoporphyrin dimethyl ester is hydrogenated in dichloromethane over palladium catalyst to form a me... Starting materials: BrC1=NN2C(S1)=NC(=C2)C (2-bromo-6-methyl-imidazo[2,1-b][1,3,4]thiadiazole), COC1=C(C=CC(=C1)B1OC(C(O1)(C)C)(C)C)O (2-methoxy-4-(4,4,5,5-tetramethyl-1,3,2-dioxaborolan-2-yl)phenol), C(=O)([O-])[O-].[Na+].[Na+] (Na2CO3). Reagents/catalysts: Cl[Pd]([P](C1=CC=CC=C1)(C2=CC=CC=C2)C3=CC=CC=C3)([P](C4=CC=CC=C4)(C5=CC=CC=C5)C6=CC=CC=C6)Cl (Pd(Ph3P)2Cl2). The solvent is O1CCOCC1 (dioxane). Product: COC1=C(C=CC(=C1)C1=NN2C(S1)=NC(=C2)C)O (2-methoxy-4-(6-methylimidazo[2,1-b][1,3,4]thiadiazol-2-yl)phenol), crude product. Reaction SMILES: Br[C:2]1[S:6][C:5]2=[N:7][C:8]([CH3:10])=[CH:9][N:4]2[N:3]=1.[CH3:11][O:12][C:13]1[CH:18]=[C:17](B2OC(C)(C)C(C)(C)O2)[CH:16]=[CH:15][C:14]=1[OH:28].C([O-])([O-])=O.[Na+].[Na+]>O1CCOCC1.Cl[Pd](Cl)([P](C1C=CC=CC=1)(C1C=CC=CC=1)C1C=CC=CC=1)[P](C1C=CC=CC=1)(C1C=CC=CC=1)C1C=CC=CC=1>[CH3:11][O:12][C:13]1[CH:18]=[C:17]([C:2]2[S:6][C:5]3=[N:7][C:8]([CH3:10])=[CH:9][N:4]3[N:3]=2)[CH:16]=[CH:15][C:14]=1[OH:28] |f:2.3.4,^1:43,62|. Reported procedure: To a solution of 2-bromo-6-methyl-imidazo[2,1-b][1,3,4]thiadiazole (1.53 g, 7.02 mmol, 1 eq) in dioxane (30 mL), 2-methoxy-4-(4,4,5,5-tetramethyl-1,3,2-dioxaborolan-2-yl)phenol (1.76 g, 7.02 mmol, 1 eq) was added followed by 2M aq. Na2CO3 (15 mL, 30 mmol, 4.3 eq). The suspension was degassed (N2, 15 min) and equipped with an argon balloon. Pd(Ph3P)2Cl2 (1.23 g, 1.75 mmol, 0.25 eq) was quickly added, and the reaction flask was placed in a pre-heated bath (115° C.). After stirring at reflux temper... Starting materials: FC(F)(Cl)c1nnc2ccc(Cl)nn12, c1cc(CN2CCNCC2)cs1. The product is FC(F)(Cl)c1nnc2ccc(N3CCN(Cc4ccsc4)CC3)nn12. Reaction SMILES: [Cl:13][c:14]1[cH:15][cH:16][c:17]2[n:18]([n:19]1)[c:20]([C:23]([F:24])([F:25])[Cl:26])[n:21][n:22]2.[s:1]1[cH:2][c:3]([CH2:6][N:7]2[CH2:8][CH2:9][NH:10][CH2:11][CH2:12]2)[cH:4][cH:5]1>>[s:1]1[cH:2][c:3]([CH2:6][N:7]2[CH2:8][CH2:9][N:10]([c:14]3[cH:15][cH:16][c:17]4[n:18]([n:19]3)[c:20]([C:23]([F:24])([F:25])[Cl:26])[n:21][n:22]4)[CH2:11][CH2:12]2)[cH:4][cH:5]1. The reactants are CC(C)O, CN1C(=O)C(F)(F)CN(C2CCC2)c2nc(Cl)ncc21, CN(C)CCNC(=O)c1ccc(N)cc1, O, Cc1ccccc1S(=O)(=O)O. Product: CN(C)CCNC(=O)c1ccc(Nc2ncc3c(n2)N(C2CCC2)CC(F)(F)C(=O)N3C)cc1. RXN SMILES: [CH:48]([OH:49])([CH3:50])[CH3:51].[Cl:1][c:2]1[n:3][cH:4][c:5]2[c:6]([n:20]1)[N:7]([CH:16]1[CH2:17][CH2:18][CH2:19]1)[CH2:8][C:9]([F:14])([F:15])[C:10](=[O:13])[N:11]2[CH3:12].[NH2:33][c:34]1[cH:35][cH:36][c:37]([C:38](=[O:39])[NH:40][CH2:41][CH2:42][N:43]([CH3:44])[CH3:45])[cH:46][cH:47]1.[OH2:21].[c:22]1([CH3:23])[c:24]([S:25]([OH:26])(=[O:27])=[O:28])[cH:29][cH:30][cH:31][cH:32]1>>[c:2]1([NH:33][c:34]2[cH:35][cH:36][c:37]([C:38](=[O:39])[NH:40][CH2:41][CH2:42][N:43]([CH3:44])[CH3:45])[cH:46][cH:47]2)[n:3][cH:4][c:5]2[c:6]([n:20]1)[N:7]([CH:16]1[CH2:17][CH2:18][CH2:19]1)[CH2:8][C:9]([F:14])([F:15])[C:10](=[O:13])[N:11]2[CH3:12]. Reactants: nitro, ClCCN(C1=CC(=CC=C1)[N+](=O)[O-])CC (N-(2-chloroethyl)-N-ethyl-3-nitroaniline), O.O.Cl[Sn]Cl (SnCl2.2H2O). Run in Cl (HCl). Conditions: temperature 90 celsius. The product is ClCCN(CC)C=1C=C(N)C=CC1 (3-[N-(2-chloroethyl) -N-ethylamino]aniline). Isolated yield 88.0%. As a reaction SMILES: [Cl:1][CH2:2][CH2:3][N:4]([CH2:14][CH3:15])[C:5]1[CH:10]=[CH:9][CH:8]=[C:7]([N+:11]([O-])=O)[CH:6]=1.O.O.Cl[Sn]Cl>Cl>[Cl:1][CH2:2][CH2:3][N:4]([C:5]1[CH:6]=[C:7]([CH:8]=[CH:9][CH:10]=1)[NH2:11])[CH2:14][CH3:15] |f:1.2.3|. Procedure: A solution of the above nitro mustard (XII; R=H) (2.51 g, 11 mmol) in 12 N HCl (25 mL) was treated portionwise at 25 ° C. with SnCl2.2H2O (9.9 g, 44 mmol), heated on a steam bath at 90° C. for 1 h, then evaporated to dryness under reduced pressure. The residue as shaken vigorously With a mixture of CH2Cl2, 2 N NH4OH and ice, and filtered through a celite pad. Workup of the organic layer gave essentially pure 3-[N-(2-chloroethyl) -N-ethylamino]aniline (XIII; R=H) (1.92 g, 88%) as an oil, which wa... Starting materials: CCO, ClCc1ccccc1NC1CCCC1, Cl, Sc1nc2ncccc2[nH]1. The product is c1ccc(NC2CCCC2)c(CSc2nc3ncccc3[nH]2)c1. RXN SMILES: [CH3:26][CH2:27][OH:28].[CH:12]1([NH:17][c:18]2[c:19]([CH2:20][Cl:21])[cH:22][cH:23][cH:24][cH:25]2)[CH2:13][CH2:14][CH2:15][CH2:16]1.[ClH:11].[SH:1][c:2]1[nH:3][c:4]2[c:5]([n:6][cH:7][cH:8][cH:9]2)[n:10]1>>[S:1]([c:2]1[nH:3][c:4]2[c:5]([n:6][cH:7][cH:8][cH:9]2)[n:10]1)[CH2:20][c:19]1[c:18]([NH:17][CH:12]2[CH2:13][CH2:14][CH2:15][CH2:16]2)[cH:25][cH:24][cH:23][cH:22]1.